From a dataset of the Open Reaction Database (ORD), a public repository of structured organic reaction records. describe an organic reaction: reactants, conditions, products, and yield Reactants: Cc1ccccc1, Nc1ccc(C(F)(F)F)cc1, CCC(=O)CC(=O)OC, O. The product is CCC(=CC(=O)OC)Nc1ccc(C(F)(F)F)cc1. As a reaction SMILES: [CH3:21][c:22]1[cH:23][cH:24][cH:25][cH:26][cH:27]1.[F:1][C:2]([c:3]1[cH:4][cH:5][c:6]([NH2:7])[cH:8][cH:9]1)([F:10])[F:11].[O:12]=[C:13]([CH2:14][C:15](=[O:16])[O:17][CH3:18])[CH2:19][CH3:20].[OH2:28]>>[F:1][C:2]([c:3]1[cH:4][cH:5][c:6]([NH:7][C:13](=[CH:14][C:15](=[O:16])[O:17][CH3:18])[CH2:19][CH3:20])[cH:8][cH:9]1)([F:10])[F:11]. Reactants: CCOC(=O)N1c2ccc(OC)nc2C(Nc2ncc(I)c(Cc3cc(C(F)(F)F)cc(C(F)(F)F)c3)n2)CC1CC, CCCC[Sn](CCCC)(CCCC)c1ccccn1, Cc1ccccc1, [F-], [K+], c1ccc(P(c2ccccc2)(c2ccccc2)[Pd](P(c2ccccc2)(c2ccccc2)c2ccccc2)(P(c2ccccc2)(c2ccccc2)c2ccccc2)P(c2ccccc2)(c2ccccc2)c2ccccc2)cc1. Yields the product CCOC(=O)N1c2ccc(OC)nc2C(Nc2ncc(-c3ccccn3)c(Cc3cc(C(F)(F)F)cc(C(F)(F)F)c3)n2)CC1CC. RXN SMILES: [CH2:1]([CH3:2])[O:3][C:4](=[O:5])[N:6]1[CH:7]([CH2:41][CH3:42])[CH2:8][CH:9]([NH:18][c:19]2[n:20][cH:21][c:22]([I:40])[c:23]([CH2:25][c:26]3[cH:27][c:28]([C:36]([F:37])([F:38])[F:39])[cH:29][c:30]([C:32]([F:33])([F:34])[F:35])[cH:31]3)[n:24]2)[c:10]2[n:11][c:12]([O:16][CH3:17])[cH:13][cH:14][c:15]21.[CH2:43]([Sn:44]([CH2:45][CH2:46][CH2:47][CH3:54])([c:48]1[n:49][cH:50][cH:51][cH:52][cH:53]1)[CH2:55][CH2:56][CH2:57][CH3:58])[CH2:59][CH2:60][CH3:61].[CH3:64][c:65]1[cH:66][cH:67][cH:68][cH:69][cH:70]1.[F-:62].[K+:63].[cH:71]1[cH:72][cH:73][c:74]([P:75]([Pd:76]([P:77]([c:78]2[cH:79][cH:80][cH:81][cH:82][cH:83]2)([c:84]2[cH:85][cH:86][cH:87][cH:88][cH:89]2)[c:90]2[cH:91][cH:92][cH:93][cH:94][cH:95]2)([P:96]([c:97]2[cH:98][cH:99][cH:100][cH:101][cH:102]2)([c:103]2[cH:104][cH:105][cH:106][cH:107][cH:108]2)[c:109]2[cH:110][cH:111][cH:112][cH:113][cH:114]2)[P:115]([c:116]2[cH:117][cH:118][cH:119][cH:120][cH:121]2)([c:122]2[cH:123][cH:124][cH:125][cH:126][cH:127]2)[c:128]2[cH:129][cH:130][cH:131][cH:132][cH:133]2)([c:134]2[cH:135][cH:136][cH:137][cH:138][cH:139]2)[c:140]2[cH:141][cH:142][cH:143][cH:144][cH:145]2)[cH:146][cH:147]1>>[CH2:1]([CH3:2])[O:3][C:4](=[O:5])[N:6]1[CH:7]([CH2:41][CH3:42])[CH2:8][CH:9]([NH:18][c:19]2[n:20][cH:21][c:22](-[c:48]3[n:49][cH:50][cH:51][cH:52][cH:53]3)[c:23]([CH2:25][c:26]3[cH:27][c:28]([C:36]([F:37])([F:38])[F:39])[cH:29][c:30]([C:32]([F:33])([F:34])[F:35])[cH:31]3)[n:24]2)[c:10]2[n:11][c:12]([O:16][CH3:17])[cH:13][cH:14][c:15]21. The reactants are COC(=O)c1ccccc1-c1cc(-c2ccc(OC)cc2)[nH]n1, CC(=O)Cl, [H-], [Na+], C1CCOC1. Product: COC(=O)c1ccccc1-c1cc(-c2ccc(OC)cc2)n(C(C)=O)n1. Reaction SMILES: [C:1](=[O:2])([O:3][CH3:4])[c:5]1[c:6](-[c:11]2[n:12][nH:13][c:14](-[c:16]3[cH:17][cH:18][c:19]([O:22][CH3:23])[cH:20][cH:21]3)[cH:15]2)[cH:7][cH:8][cH:9][cH:10]1.[CH3:26][C:27]([Cl:28])=[O:29].[H-:24].[Na+:25].[O:30]1[CH2:31][CH2:32][CH2:33][CH2:34]1>>[C:1](=[O:2])([O:3][CH3:4])[c:5]1[c:6](-[c:11]2[n:12][n:13]([C:27]([CH3:26])=[O:29])[c:14](-[c:16]3[cH:17][cH:18][c:19]([O:22][CH3:23])[cH:20][cH:21]3)[cH:15]2)[cH:7][cH:8][cH:9][cH:10]1. The reactants are CC1(N(C(N(C1=O)C1=CC(=C(C#N)C=C1)C(F)(F)F)=O)CCCOC1OCCC1)C (4-{4,4-Dimethyl-2,5-dioxo-3-[3-(tetrahydro-furan-2-yloxy)-propyl]-imidazolidin-1-yl}-2-trifluoromethyl-benzonitrile), CC=1C=CC(=CC1)S(=O)(=O)O (p-TSA). Solvent: C(C)(=O)OCC (ethyl acetate), CO (methanol). Run at time 3 hour. The product is OCCCN1C(N(C(C1(C)C)=O)C1=CC(=C(C#N)C=C1)C(F)(F)F)=O (4-[3-(3-Hydroxy-propyl)-4,4-dimethyl-2,5-dioxo-imidazolidin-1-yl]-2-trifluoromethyl-benzonitrile). The yield is 94.9%. Reaction SMILES: [CH3:1][C:2]1([CH3:30])[C:6](=[O:7])[N:5]([C:8]2[CH:15]=[CH:14][C:11]([C:12]#[N:13])=[C:10]([C:16]([F:19])([F:18])[F:17])[CH:9]=2)[C:4](=[O:20])[N:3]1[CH2:21][CH2:22][CH2:23][O:24]C1CCCO1.CC1C=CC(S(O)(=O)=O)=CC=1>CO.C(OCC)(=O)C>[OH:24][CH2:23][CH2:22][CH2:21][N:3]1[C:2]([CH3:30])([CH3:1])[C:6](=[O:7])[N:5]([C:8]2[CH:15]=[CH:14][C:11]([C:12]#[N:13])=[C:10]([C:16]([F:19])([F:17])[F:18])[CH:9]=2)[C:4]1=[O:20]. Reported procedure: To a solution of compound 12a (1.03 g, 2.33 mmol) in methanol (10 mL) at room temperature was added p-TSA (88 mg, 0.46 mmol). The solution was stirred for 3 hrs at room temperature. The reaction was then diluted with ethyl acetate (50 mL), washed successively with a 10% bicarbonate and brine solution and finally dried over magnesium sulphate to give compound 13a (786 mg, 95%) which was directly used as such in the next step. 1H NMR (300 MHz, Acetone-d6) δ: 1.57 (s, 6H), 1.92 (m, 2H), 3.54, (t, 2... Starting materials: F[B-](F)(F)F.C(C)(=O)O[N+]12CCN(CC1)CC2 (1-acetoxy-4-aza-1-azoniabicyclo[2.2.2]octane tetrafluoroborate), B(F)(F)F (boron trifluoride), FF (fluorine). Run in C(C)#N (acetonitrile). Product: F[B-](F)(F)F.F[B-](F)(F)F.C(C)(=O)O[N+]12CC[N+](CC1)(CC2)F (1-acetoxy-4-fluoro-1,4-diazoniabicyclo[2.2.2]octane bis(tetrafluoroborate)). Reaction SMILES: [F:1][B-:2]([F:5])([F:4])[F:3].[C:6]([O:9][N+:10]12[CH2:17][CH2:16][N:13]([CH2:14][CH2:15]1)[CH2:12][CH2:11]2)(=[O:8])[CH3:7].B(F)(F)[F:19].FF>C(#N)C>[F:1][B-:2]([F:5])([F:4])[F:3].[F:1][B-:2]([F:5])([F:4])[F:3].[C:6]([O:9][N+:10]12[CH2:17][CH2:16][N+:13]([F:19])([CH2:12][CH2:11]1)[CH2:14][CH2:15]2)(=[O:8])[CH3:7] |f:0.1,5.6.7|. Reported procedure: A solution of 1-acetoxy-4-aza-1-azoniabicyclo[2.2.2]octane tetrafluoroborate (25.8 g, 10 mmole) and boron trifluoride gas (6.7 g, 10 mmole) in acetonitrile (125 mL) was cooled to 8° C. and treated with a mixture of fluorine in nitrogen (10% V/V, 12 mmole). The reaction was evaporated, the remaining solid washed with dimethoxyethane and dried to afford 1-acetoxy-4-fluoro-1,4-diazoniabicyclo[2.2.2]octane bis(tetrafluoroborate). Procedure details: Trifluoroacetic acid (0.55 mL, 7.18 mmol) was added to a solution of tert-butyl 3-{5-[4-(2-chloro-4-{[(2,4-dimethoxybenzyl)(1,3,4-thiadiazol-2-yl)amino]sulfonyl}-5-fluorophenoxy)-2′-(trifluoromethyl)biphenyl-3-yl]-1H-pyrazol-1-yl}azetidine-1-carboxylate (Preparation 45, 228 mg, 0.253 mmol) in dichloromethane (20 mL). The mixture was then heated to 40° C. for 18 hours under an atmosphere of nitrogen. The reaction was then cooled to room temperature and concentrated in vacuo to afford a clear oil ... Yield: 143.6%. Run at temperature 40 celsius. Solvent: ClCCl (dichloromethane). RXN SMILES: FC(F)(F)C(O)=O.[Cl:8][C:9]1[CH:47]=[C:46]([S:48]([N:51](CC2C=CC(OC)=CC=2OC)[C:52]2[S:53][CH:54]=[N:55][N:56]=2)(=[O:50])=[O:49])[C:45]([F:68])=[CH:44][C:10]=1[O:11][C:12]1[CH:17]=[CH:16][C:15]([C:18]2[CH:23]=[CH:22][CH:21]=[CH:20][C:19]=2[C:24]([F:27])([F:26])[F:25])=[CH:14][C:13]=1[C:28]1[N:32]([CH:33]2[CH2:36][N:35](C(OC(C)(C)C)=O)[CH2:34]2)[N:31]=[CH:30][CH:29]=1>ClCCl>[NH:35]1[CH2:34][CH:33]([N:32]2[C:28]([C:13]3[CH:14]=[C:15]([C:18]4[CH:23]=[CH:22][CH:21]=[CH:20][C:19]=4[C:24]([F:26])([F:27])[F:25])[CH:16]=[CH:17][C:12]=3[O:11][C:10]3[C:9]([Cl:8])=[CH:47][C:46]([S:48]([NH:51][C:52]4[S:53][CH:54]=[N:55][N:56]=4)(=[O:50])=[O:49])=[C:45]([F:68])[CH:44]=3)=[CH:29][CH:30]=[N:31]2)[CH2:36]1. Product: N1CC(C1)N1N=CC=C1C=1C=C(C=CC1OC1=CC(=C(C=C1Cl)S(=O)(=O)NC=1SC=NN1)F)C1=C(C=CC=C1)C(F)(F)F (4-{[3-(1-Azetidin-3-yl-1H-pyrazol-5-yl)-2′-(trifluoromethyl)biphenyl-4-yl]oxy}-5-chloro-2-fluoro-N-1,3,4-thiadiazol-2-ylbenzenesulfonamide). The reactants are FC(C(=O)O)(F)F (Trifluoroacetic acid), ClC1=C(OC2=C(C=C(C=C2)C2=C(C=CC=C2)C(F)(F)F)C2=CC=NN2C2CN(C2)C(=O)OC(C)(C)C)C=C(C(=C1)S(=O)(=O)N(C=1SC=NN1)CC1=C(C=C(C=C1)OC)OC)F (tert-butyl 3-{5-[4-(2-chloro-4-{[(2,4-dimethoxybenzyl)(1,3,4-thiadiazol-2-yl)amino]sulfonyl}-5-fluorophenoxy)-2′-(trifluoromethyl)biphenyl-3-yl]-1H-pyrazol-1-yl}azetidine-1-carboxylate). Starting materials: C(C)(C)C1=CC=C(C=C1)Br (4-isopropyl-1-bromobenzene), solution, NC1=C(C#N)C=C(C(=C1)OC)OC (2-amino-4,5-dimethoxybenzonitrile), [Li]CCCC (BuLi), O (water). The solvent is CCOCC (ether), CCOCC.C1CCOC1 (ether THF). Run at temperature -5 celsius, time 15 minute. Yields the product NC1=C(C=C(C(=C1)OC)OC)C(=O)C1=CC=C(C=C1)C(C)C ((2-amino-4,5-dimethoxy-phenyl)-(4-isopropyl-phenyl)-methanone). Reaction SMILES: [Li]CCCC.[CH:6]([C:9]1[CH:14]=[CH:13][C:12](Br)=[CH:11][CH:10]=1)([CH3:8])[CH3:7].[NH2:16][C:17]1[CH:24]=[C:23]([O:25][CH3:26])[C:22]([O:27][CH3:28])=[CH:21][C:18]=1[C:19]#N.[OH2:29]>CCOCC.CCOCC.C1COCC1>[NH2:16][C:17]1[CH:24]=[C:23]([O:25][CH3:26])[C:22]([O:27][CH3:28])=[CH:21][C:18]=1[C:19]([C:12]1[CH:13]=[CH:14][C:9]([CH:6]([CH3:8])[CH3:7])=[CH:10][CH:11]=1)=[O:29] |f:5.6|. Procedure: 18.8 ml (30 mmol) of BuLi (1.6 M in hexane) is added dropwise to a cooled (−5° C.) solution of 6 g (30 mmol) 4-isopropyl-1-bromobenzene in 25 ml ether. The reaction mixture is stirred for 15 min at −5° C. and one additional hour at rt. After that time the solution is cooled to −5° C. and a solution 1.8 g (10 mmol) 2-amino-4,5-dimethoxybenzonitrile in 20 ml ether/THF (1:1) is added dropwise. After 30 min the reaction mixture is poured slowly into water and extracted with ethyl acetate. The organi... Starting materials: CCCCCCCCCCCC(=O)Cl, Cc1ccccc1, [H-], O=C1CCCCCN1, [Na+]. The product is CCCCCCCCCCCC(=O)N1CCCCCC1=O. RXN SMILES: [C:11]([CH2:12][CH2:13][CH2:14][CH2:15][CH2:16][CH2:17][CH2:18][CH2:19][CH2:20][CH2:21][CH3:22])(=[O:23])[Cl:24].[CH3:25][c:26]1[cH:27][cH:28][cH:29][cH:30][cH:31]1.[H-:1].[NH:3]1[C:4](=[O:10])[CH2:5][CH2:6][CH2:7][CH2:8][CH2:9]1.[Na+:2]>>[N:3]1([C:11]([CH2:12][CH2:13][CH2:14][CH2:15][CH2:16][CH2:17][CH2:18][CH2:19][CH2:20][CH2:21][CH3:22])=[O:23])[C:4](=[O:10])[CH2:5][CH2:6][CH2:7][CH2:8][CH2:9]1.